The task is: describe an organic reaction: reactants, conditions, products, and yield. This data is from the Open Reaction Database (ORD), a public repository of structured organic reaction records. Reactants: material, C(C1=CC=CC=C1)OC(=O)ON1C(CCC1=O)=O (N-(benzyloxycarbonyloxy)succinimide), C(C1=CC=CC=C1)N1CC(OCC1)CNC(C1=CC=C(C=C1)O)=O (N-(4-Benzyl-morpholin-2-ylmethyl)-4-hydroxy-benzamide). Reagents/catalysts: O (water), [OH-].[OH-].[Pd+2] (Pd(OH)2/C). The solvent is CN(C)C=O (DMF), C(C)O (ethanol). Conditions: time 10 minute. The product is C(C1=CC=CC=C1)OC(=O)N1CC(OCC1)CNC(C1=CC=C(C=C1)O)=O (2-[(4-Hydroxy-benzoylamino)-methyl]-morpholine4-carboxylic acid benzyl ester). As a reaction SMILES: C([N:8]1[CH2:13][CH2:12][O:11][CH:10]([CH2:14][NH:15][C:16](=[O:24])[C:17]2[CH:22]=[CH:21][C:20]([OH:23])=[CH:19][CH:18]=2)[CH2:9]1)C1C=CC=CC=1.[CH2:25]([O:32][C:33]([O:35]N1C(=O)CCC1=O)=O)[C:26]1[CH:31]=[CH:30][CH:29]=[CH:28][CH:27]=1>C(O)C.CN(C=O)C.O.[OH-].[OH-].[Pd+2]>[CH2:25]([O:32][C:33]([N:8]1[CH2:13][CH2:12][O:11][CH:10]([CH2:14][NH:15][C:16](=[O:24])[C:17]2[CH:22]=[CH:21][C:20]([OH:23])=[CH:19][CH:18]=2)[CH2:9]1)=[O:35])[C:26]1[CH:27]=[CH:28][CH:29]=[CH:30][CH:31]=1 |f:5.6.7|. Reported procedure: A solution of N-(4-benzyl-morpholin-2-ylmethyl)-4-hydroxy-benzamide (Step 1 above) (320 mg) was dissolved in ethanol (20 mL) and hydrogenated at 1 atm over 20% Pd(OH)2/C (250 mg) for 18 h. The catalyst was removed by filtration, washed with ethanol, and the filtrate evaporated, to give a solid. A portion (21 mg) of this material was dissolved in DMF (0.5 mL) and N-(benzyloxycarbonyloxy)succinimide (27 mg) was added. The reaction mixture was stirred for 10 min, one drop of water was added and the... The solvent is CCO (EtOH), C1CCOC1 (THF). RXN SMILES: C([O-])(=O)C1C=CC=CC=1.[CH3:10][C:11]1([CH3:41])[CH2:20][CH:19]=[C:18]([C:21]2[CH:26]=[CH:25][CH:24]=[C:23]([CH3:27])[CH:22]=2)[C:17]2[CH:16]=[C:15]([C:28]#[C:29][C:30]3[CH:40]=[CH:39][C:33]([C:34]([O:36]CC)=[O:35])=[CH:32][CH:31]=3)[CH:14]=[CH:13][C:12]1=2.[OH-].[Na+].Cl>CCO.C1COCC1>[CH3:10][C:11]1([CH3:41])[CH2:20][CH:19]=[C:18]([C:21]2[CH:26]=[CH:25][CH:24]=[C:23]([CH3:27])[CH:22]=2)[C:17]2[CH:16]=[C:15]([C:28]#[C:29][C:30]3[CH:31]=[CH:32][C:33]([C:34]([OH:36])=[O:35])=[CH:39][CH:40]=3)[CH:14]=[CH:13][C:12]1=2 |f:2.3|. Reactants: Cl (HCl), C(C1=CC=CC=C1)(=O)[O-] (benzoate), CC1(C=2C=CC(=CC2C(=CC1)C1=CC(=CC=C1)C)C#CC1=CC=C(C(=O)OCC)C=C1)C (Ethyl 4-[(5,6-dihydro-5,5-dimethyl-8-(3-methylphenyl)-2-naphthalenyl)ethynyl]benzoate), [OH-].[Na+] (NaOH). Procedure: To a solution of ethyl 4-1(5,6-dihydro-5,5-dimethyl-8-(3-methylphenyl)-2-naphthalenyl)ethynyl]benzoate (Compound 2) 30.0 mg (0.071 mmol) in 3 ml of EtOH and 2 ml of THF was added 28.0 mg (0.70 mmol, 0.7 ml) of NaOH (1.0 M aqueous solution). The solution was heated to 50° C. for 2 hours, cooled to room temperature, and acidified with 10% HCl. Extraction with EtOAc, followed by drying over Na2SO4, and removal of the solvents under reduced pressure afforded the title compound as a colorless solid. ... The product is CC1(C=2C=CC(=CC2C(=CC1)C1=CC(=CC=C1)C)C#CC1=CC=C(C(=O)O)C=C1)C (4-[(5,6-Dihydro-5,5-dimethyl-8-(3-methylphenyl)-2- naphthalenyl)ethynyl]benzoic acid). Run at temperature 50 celsius. Starting materials: CCO, Cl, N#CCc1ccc([N+](=O)[O-])cn1, Cl[Sn]Cl. Yields the product N#CCc1ccc(N)cn1. Reaction SMILES: [CH3:17][CH2:18][OH:19].[ClH:16].[N+:1]([O-:2])(=[O:3])[c:4]1[cH:5][cH:6][c:7]([CH2:10][C:11]#[N:12])[n:8][cH:9]1.[Sn:13]([Cl:14])[Cl:15]>>[NH2:1][c:4]1[cH:5][cH:6][c:7]([CH2:10][C:11]#[N:12])[n:8][cH:9]1. Reactants: C(C1=CC=CC=C1)(C1=CC=CC=C1)N1CCN(CCC1)CCO (4-Benzhydrylhomopiperazine-1-ethanol), C=C1CC(=O)O1 (diketene). Yields the product C(CC(=O)C)(=O)OCCN1CCN(CCC1)C(C1=CC=CC=C1)C1=CC=CC=C1 (2-(4-benzhydrylhomopiperazin-1-yl)ethyl acetoacetate). The yield is 81.8%. As a reaction SMILES: [CH:1]([N:14]1[CH2:20][CH2:19][CH2:18][N:17]([CH2:21][CH2:22][OH:23])[CH2:16][CH2:15]1)([C:8]1[CH:13]=[CH:12][CH:11]=[CH:10][CH:9]=1)[C:2]1[CH:7]=[CH:6][CH:5]=[CH:4][CH:3]=1.[CH2:24]=[C:25]1[O:29][C:27](=[O:28])[CH2:26]1>>[C:27]([O:23][CH2:22][CH2:21][N:17]1[CH2:18][CH2:19][CH2:20][N:14]([CH:1]([C:2]2[CH:7]=[CH:6][CH:5]=[CH:4][CH:3]=2)[C:8]2[CH:13]=[CH:12][CH:11]=[CH:10][CH:9]=2)[CH2:15][CH2:16]1)(=[O:28])[CH2:26][C:25]([CH3:24])=[O:29]. Reported procedure: 4-Benzhydrylhomopiperazine-1-ethanol (2.6 g) was reacted with diketene in the same manner as Reference Example 1-(2) to give 2-(4-benzhydrylhomopiperazin-1-yl)ethyl acetoacetate as an oil (2.7 g, 81.8%). IR(Neat): 1735, 1715 cm-1. NMR(CDCl3)δ: 1.6-1.9(2H, m), 2.26(3H, s), 2.5-2.9(10H, m), 3.40(2H, s), 4.20(2H, t, J=6), 4.57(1H, s), 7.1-7.5(10H, m). Reactants: NC(CC(C(=O)OCC)C)C1=C(C=CC=C1OC)OC (ethyl 4-amino-4-(2,6-dimethoxyphenyl)-2-methylbutanoate), FC1=C(C=O)C=CC=C1C1=NC=CC=C1 (2-fluoro-3-(pyridin-2-yl)benzaldehyde). Yields the product COC1=C(C(=CC=C1)OC)C1CC(C(N1CC1=C(C(=CC=C1)C1=NC=CC=C1)F)=O)C (5-(2,6-dimethoxyphenyl)-1-(2-fluoro-3-(pyridin-2-yl)benzyl)-3-methylpyrrolidin-2-one). Reaction SMILES: [NH2:1][CH:2]([C:11]1[C:16]([O:17][CH3:18])=[CH:15][CH:14]=[CH:13][C:12]=1[O:19][CH3:20])[CH2:3][CH:4]([CH3:10])[C:5]([O:7]CC)=O.[F:21][C:22]1[C:29]([C:30]2[CH:35]=[CH:34][CH:33]=[CH:32][N:31]=2)=[CH:28][CH:27]=[CH:26][C:23]=1[CH:24]=O>>[CH3:18][O:17][C:16]1[CH:15]=[CH:14][CH:13]=[C:12]([O:19][CH3:20])[C:11]=1[CH:2]1[N:1]([CH2:24][C:23]2[CH:26]=[CH:27][CH:28]=[C:29]([C:30]3[CH:35]=[CH:34][CH:33]=[CH:32][N:31]=3)[C:22]=2[F:21])[C:5](=[O:7])[CH:4]([CH3:10])[CH2:3]1. Reported procedure: Prepared according to the described general procedure 2 (GP2) by reaction of ethyl 4-amino-4-(2,6-dimethoxyphenyl)-2-methylbutanoate with 2-fluoro-3-(pyridin-2-yl)benzaldehyde. Subsequent purification by preparative HPLC afforded the target compound. LC-MS (conditions A): tR=0.68 min.; [M+H]+: 421.11 g/mol.